From a dataset of the Open Reaction Database (ORD), a public repository of structured organic reaction records. describe an organic reaction: reactants, conditions, products, and yield The reactants are COCCOC1=C(C2=C(OCO2)C=C1)C=1C2=C(N=CN1)C(=CN2)C(=O)O (4-[5-(2-methoxy-ethoxy)-benzo[1,3]dioxol-4-yl]-5H-pyrrolo[3,2-d]pyrimidine-7-carboxylic acid), C(C)(C)(C)OC(N[C@@H]1CC[C@H](CC1)N)=O (trans-(4-amino-cyclohexyl)-carbamic acid tert-butyl ester). Product: C(C)(C)(C)OC(N[C@@H]1CC[C@H](CC1)NC(=O)C1=CNC2=C1N=CN=C2C2=C(C=CC=1OCOC12)OCCOC)=O (trans-[4-({4-[5-(2-Methoxy-ethoxy)-benzo[1,3]dioxol-4-yl]-5H-pyrrolo[3,2-d]pyrimidine-7-carbonyl}-amino)-cyclohexyl]-carbamic acid tert-butyl ester). RXN SMILES: [CH3:1][O:2][CH2:3][CH2:4][O:5][C:6]1[CH:14]=[CH:13][C:9]2[O:10][CH2:11][O:12][C:8]=2[C:7]=1[C:15]1[C:16]2[NH:23][CH:22]=[C:21]([C:24](O)=[O:25])[C:17]=2[N:18]=[CH:19][N:20]=1.[C:27]([O:31][C:32](=[O:41])[NH:33][C@H:34]1[CH2:39][CH2:38][C@H:37]([NH2:40])[CH2:36][CH2:35]1)([CH3:30])([CH3:29])[CH3:28]>>[C:27]([O:31][C:32](=[O:41])[NH:33][C@H:34]1[CH2:35][CH2:36][C@H:37]([NH:40][C:24]([C:21]2[C:17]3[N:18]=[CH:19][N:20]=[C:15]([C:7]4[C:8]5[O:12][CH2:11][O:10][C:9]=5[CH:13]=[CH:14][C:6]=4[O:5][CH2:4][CH2:3][O:2][CH3:1])[C:16]=3[NH:23][CH:22]=2)=[O:25])[CH2:38][CH2:39]1)([CH3:30])([CH3:28])[CH3:29]. Procedure details: Starting from 4-[5-(2-methoxy-ethoxy)-benzo[1,3]dioxol-4-yl]-5H-pyrrolo[3,2-d]pyrimidine-7-carboxylic acid (example A72) and commercially available trans-(4-amino-cyclohexyl)-carbamic acid tert-butyl ester the title compound was obtained as colorless solid. Reactants: O=C([O-])[O-], C=C(C)CC(=NO)C(C)=O, CC(C)=O, [K+], [K+], CCOS(=O)(=O)OCC. Product: C=C(C)CC(=NOCC)C(C)=O. Reaction SMILES: [C:11](=[O:12])([O-:13])[O-:14].[CH3:1][C:2]([CH2:3][C:4]([C:5]([CH3:6])=[O:7])=[N:8][OH:9])=[CH2:10].[CH3:26][C:27](=[O:28])[CH3:29].[K+:15].[K+:16].[S:17]([O:18][CH2:19][CH3:20])([O:23][CH2:21][CH3:22])(=[O:24])=[O:25]>>[CH3:1][C:2]([CH2:3][C:4]([C:5]([CH3:6])=[O:7])=[N:8][O:9][CH2:21][CH3:22])=[CH2:10]. The product is ClC1=C2C(CC(NC2=CC(=C1)Cl)C(=O)O)C1=CC(=CC=C1)F (5,7-dichloro-4-(3-fluorophenyl)-1,2,3,4-tetrahydroquinoline-2-carboxylic Acid). Reactants: [OH-].[Na+] (sodium hydroxide), ClC=1C=C(N)C=C(C1)Cl (3,5-dichloroaniline), C(C)C(C(=O)[O-])=O (ethylglyoxalate), FC=1C=C(C=C)C=CC1 (3-fluorostyrene), FC(C(=O)O)(F)F (trifluoroacetic acid). Run in C(C)#N (acetonitrile), C(C)O (ethanol). Reported procedure: Compound 29 was prepared by the basic process from 5.0 mmol 3,5-dichloroaniline, 5.5 mmol ethylglyoxalate solution (50% toluene), 15.0 mmol 3-fluorostyrene and 5.0 mmol trifluoroacetic acid in 30.0 ml acetonitrile. Subsequent saponification was carried out using 1.0 ml of sodium hydroxide solution (6N water) in 20.0 ml of ethanol. RXN SMILES: [Cl:1][C:2]1[CH:3]=[C:4]([CH:6]=[C:7]([Cl:9])[CH:8]=1)[NH2:5].[CH2:10]([C:12](=O)[C:13]([O-:15])=[O:14])[CH3:11].[F:17][C:18]1[CH:19]=[C:20]([CH:23]=[CH:24][CH:25]=1)C=C.FC(F)(F)C(O)=O.[OH-].[Na+]>C(#N)C.C(O)C>[Cl:1][C:2]1[CH:8]=[C:7]([Cl:9])[CH:6]=[C:4]2[C:3]=1[CH:11]([C:24]1[CH:23]=[CH:20][CH:19]=[C:18]([F:17])[CH:25]=1)[CH2:10][CH:12]([C:13]([OH:15])=[O:14])[NH:5]2 |f:4.5|. Reactants: O1CCC(CC1)=O (tetrahydro-4H-pyran-4-one), C(CCC)[Li] (n-butyllithium), hexanes, C[Si](C)(C)C#C (trimethylsilylacetylene). The solvent is C1CCOC1 (THF). Run at time 8 hour. Product: C[Si](C)(C)C#CC1(CCOCC1)O (4-{(trimethylsilyl)ethynyl}tetrahydropyran-4-ol). RXN SMILES: [CH3:1][Si:2]([C:5]#[CH:6])([CH3:4])[CH3:3].C([Li])CCC.[O:12]1[CH2:17][CH2:16][C:15](=[O:18])[CH2:14][CH2:13]1>C1COCC1>[CH3:1][Si:2]([C:5]#[C:6][C:15]1([OH:18])[CH2:16][CH2:17][O:12][CH2:13][CH2:14]1)([CH3:4])[CH3:3]. Procedure details: To a solution of trimethylsilylacetylene (5 mL, 35.4 mmol) in THF (100 mL) cooled at −78° C., a 1.6M n-butyllithium in hexanes (22.1 mL, 35.4 mmol) was added dropwise. The solution was stirred for 30 min before tetrahydro-4H-pyran-4-one (3.47 mL, 37.2 mmol) was added. The temperature was slowly raised to room temperature and the reaction was stirred overnight. The reaction was quenched with a saturated ammonium chloride solution and the aqueous layer was extracted with ethyl acetate (3×). The co...